Dataset: the Open Reaction Database (ORD), a public repository of structured organic reaction records. Task: describe an organic reaction: reactants, conditions, products, and yield The reactants are CC(C)(C)c1ccc(N2C(=O)N(Cc3ccnc(Cl)c3)C(C)(C)C2=O)cc1, O=C([O-])[O-], CC(=O)[O-], CC(=O)[O-], [Cs+], [Cs+], Nc1cccc(CN2CCCC2)c1, C1COCCO1, [Pd+2]. The product is CC(C)(C)c1ccc(N2C(=O)N(Cc3ccnc(Nc4cccc(CN5CCCC5)c4)c3)C(C)(C)C2=O)cc1. As a reaction SMILES: [C:1]([CH3:2])([CH3:3])([CH3:4])[c:5]1[cH:6][cH:7][c:8]([N:11]2[C:12](=[O:27])[N:13]([CH2:19][c:20]3[cH:21][c:22]([Cl:26])[n:23][cH:24][cH:25]3)[C:14]([CH3:17])([CH3:18])[C:15]2=[O:16])[cH:9][cH:10]1.[C:41](=[O:42])([O-:43])[O-:44].[C:53]([O-:54])(=[O:55])[CH3:56].[C:57]([O-:58])(=[O:59])[CH3:60].[Cs+:45].[Cs+:46].[N:28]1([CH2:33][c:34]2[cH:35][c:36]([NH2:37])[cH:38][cH:39][cH:40]2)[CH2:29][CH2:30][CH2:31][CH2:32]1.[O:47]1[CH2:48][CH2:49][O:50][CH2:51][CH2:52]1.[Pd+2:61]>>[C:1]([CH3:2])([CH3:3])([CH3:4])[c:5]1[cH:6][cH:7][c:8]([N:11]2[C:12](=[O:27])[N:13]([CH2:19][c:20]3[cH:21][c:22]([NH:37][c:36]4[cH:35][c:34]([CH2:33][N:28]5[CH2:29][CH2:30][CH2:31][CH2:32]5)[cH:40][cH:39][cH:38]4)[n:23][cH:24][cH:25]3)[C:14]([CH3:17])([CH3:18])[C:15]2=[O:16])[cH:9][cH:10]1. Starting materials: C(C)(=O)N1N=CC2=C(C=CC=C12)OCCCl (1-acetyl-4-(2-chloroethoxy)-indazole), Cl (hydrochloric acid). Run in CO (methanol). Run at temperature 65 celsius. Product: ClCCOC1=C2C=NNC2=CC=C1 (4-(2-Chloroethoxy)-1H-indazole). Yield: 96.9%. As a reaction SMILES: C([N:4]1[C:12]2[C:7](=[C:8]([O:13][CH2:14][CH2:15][Cl:16])[CH:9]=[CH:10][CH:11]=2)[CH:6]=[N:5]1)(=O)C.Cl>CO>[Cl:16][CH2:15][CH2:14][O:13][C:8]1[CH:9]=[CH:10][CH:11]=[C:12]2[C:7]=1[CH:6]=[N:5][NH:4]2. Procedure: A stirred solution of 1-acetyl-4-(2-chloroethoxy)-indazole (1.50 g, 6.3 mmol) in methanol is treated with hydrochloric acid (6.3 ml, 1.0 M HCl in Et2O, 6.3 mmol) at room temperature, heated at 65° C. under nitrogen for 18 hr, cooled to room temperature and concentrated in vacuo. The resultant residue is neutralized with 1N NaOH (6.0 ml) and diluted with H2O and ethyl acetate. The phases are separated and the aqueous phase is extracted with ethyl acetate. The combined organic phases are washed wi... The reactants are O=C([O-])[O-], CS(C)=O, [K+], [K+], OO, N#Cc1n[nH]cc1-c1cccnc1Oc1ccc(Nc2nnc(-c3ccccc3)c3ccccc23)cc1. Product: NC(=O)c1n[nH]cc1-c1cccnc1Oc1ccc(Nc2nnc(-c3ccccc3)c3ccccc23)cc1. As a reaction SMILES: [C:38]([O-:39])(=[O:40])[O-:41].[CH3:46][S:47]([CH3:48])=[O:49].[K+:42].[K+:43].[OH:44][OH:45].[c:1]1(-[c:7]2[n:8][n:9][c:10]([NH:17][c:18]3[cH:19][cH:20][c:21]([O:22][c:23]4[n:24][cH:25][cH:26][cH:27][c:28]4-[c:29]4[c:30]([C:34]#[N:35])[n:31][nH:32][cH:33]4)[cH:36][cH:37]3)[c:11]3[cH:12][cH:13][cH:14][cH:15][c:16]23)[cH:2][cH:3][cH:4][cH:5][cH:6]1>>[c:1]1(-[c:7]2[n:8][n:9][c:10]([NH:17][c:18]3[cH:19][cH:20][c:21]([O:22][c:23]4[n:24][cH:25][cH:26][cH:27][c:28]4-[c:29]4[c:30]([C:34]([NH2:35])=[O:39])[n:31][nH:32][cH:33]4)[cH:36][cH:37]3)[c:11]3[cH:12][cH:13][cH:14][cH:15][c:16]23)[cH:2][cH:3][cH:4][cH:5][cH:6]1.